From a dataset of the Open Reaction Database (ORD), a public repository of structured organic reaction records. describe an organic reaction: reactants, conditions, products, and yield The reactants are COC1=C(C(=O)N[C@@H]2CN3CCC2CC3)C=CC=C1 ((S)-2-methoxy-N-(quinuclidin-3-yl)benzamide), FC(C1=NC=C(C(=O)O)C=C1)(F)F (6-(trifluoromethyl)nicotinic acid). Yields the product N12C[C@@H](C(CC1)CC2)NC(=O)C=2C=NC(=CC2)C(F)(F)F ((R)—N-(quinuclidin-3-yl)-6-(trifluoromethyl)pyridine-3-carboxamide). RXN SMILES: COC1C=CC=CC=1C([NH:7][C@H:8]1[CH:13]2[CH2:14][CH2:15][N:10]([CH2:11][CH2:12]2)[CH2:9]1)=O.[F:20][C:21]([F:32])([F:31])[C:22]1[CH:30]=[CH:29][C:25]([C:26]([OH:28])=O)=[CH:24][N:23]=1>>[N:10]12[CH2:15][CH2:14][CH:13]([CH2:12][CH2:11]1)[C@@H:8]([NH:7][C:26]([C:25]1[CH:24]=[N:23][C:22]([C:21]([F:20])([F:32])[F:31])=[CH:30][CH:29]=1)=[O:28])[CH2:9]2. Procedure: Title compound was synthesized according to the procedure used in the synthesis of Compound 19S, using 6-(trifluoromethyl)nicotinic acid in place of o-methoxybenzoic acid. 1H NMR (400 MHz, CDCl3) δ (ppm): 8.84 (s, 1H), 8.34 (dd, J=8 Hz, 1H), 8.23 (s, 1H), 8.12 (dd, J=8 Hz, 1H), 4.18 (m, 1H), 3.39 (ddd, J=10, 14 Hz, 1H), 2.95-2.87 (m, 4H), 2.67 (ddd, J=16 Hz, 1H), 2.06 (m, 1H), 1.79-1.74 (m, 3H), 1.50 (m, 1H). C14H16F3N3O=299.12 LCMS (M+H): m/z 300 Starting materials: NC1=NN2C(C=CC=C2C=2N(C=CC2)C(=O)OC(C)(C)C)=N1 (tert-butyl 2-(2-amino[1,2,4]triazolo[1,5-a]pyridin-5-yl)-1H-pyrrole-1-carboxylate), Cl.C(C1=CN=CC=C1)(=O)Cl (nicotinoyl chloride hydrochloride). Yields the product N1C(=CC=C1)C1=CC=CC=2N1N=C(N2)NC(C2=CN=CC=C2)=O (N-[5-(1H-pyrrol-2-yl)[1,2,4]triazolo[1,5-a]pyridin-2-yl]nicotinamide). As a reaction SMILES: [NH2:1][C:2]1[N:22]=[C:5]2[CH:6]=[CH:7][CH:8]=[C:9]([C:10]3[N:11](C(OC(C)(C)C)=O)[CH:12]=[CH:13][CH:14]=3)[N:4]2[N:3]=1.Cl.[C:24](Cl)(=[O:31])[C:25]1[CH:30]=[CH:29][CH:28]=[N:27][CH:26]=1>>[NH:11]1[CH:12]=[CH:13][CH:14]=[C:10]1[C:9]1[N:4]2[N:3]=[C:2]([NH:1][C:24](=[O:31])[C:25]3[CH:30]=[CH:29][CH:28]=[N:27][CH:26]=3)[N:22]=[C:5]2[CH:6]=[CH:7][CH:8]=1 |f:1.2|. Reported procedure: The title compound was prepared following procedure described for example 9, but starting from tert-butyl 2-(2-amino[1,2,4]triazolo[1,5-a]pyridin-5-yl)-1H-pyrrole-1-carboxylate ((A6), 360 mg; 1.20 mmol; 1.0 eq.) and nicotinoyl chloride hydrochloride (428 mg; 2.41 mmol; 2.0 eq.) as a brown powder (245 mg, 67%). HPLC, Rt: 2.14 min. (purity 100.0%). LC/MS, M−(ESI): 303.3. Starting materials: O1C(CCCC1)OCCON=C1OC2=C(C1=O)C=CC=C2 (benzofuran-2,3-dione2-{O-[2-(tetrahydropyran-2-yloxy)-ethyl]oxime}), acidic ion. Solvent: CO (methanol), CO (methanol). Yields the product OCCON=C1OC2=C(C1=O)C=CC=C2 (benzofuran-2,3-dione2-[O-(2-hydroxy-ethyl)-oxime]). Isolated yield 81.6%. As a reaction SMILES: O1CCCCC1[O:7][CH2:8][CH2:9][O:10][N:11]=[C:12]1[C:16](=[O:17])[C:15]2[CH:18]=[CH:19][CH:20]=[CH:21][C:14]=2[O:13]1>CO>[OH:7][CH2:8][CH2:9][O:10][N:11]=[C:12]1[C:16](=[O:17])[C:15]2[CH:18]=[CH:19][CH:20]=[CH:21][C:14]=2[O:13]1. Procedure: 2.07 g (0.01 mol) of benzofuran-2,3-dione2-{O-[2-(tetrahydropyran-2-yloxy)-ethyl]oxime} (XIV-2) are dissolved in 12 ml of methanol and stirred at room temperature with 100 mg of acidic ion exchanger resin for 16 hours. 40 ml of methanol are added to the reaction mixture which is then warned until the crystals have dissolved. The acidic ion exchanger resin is filtered off, the filtrate is concentrated and the residue is recrystallized from 10 ml of toluene. 1.69 g (81.5% of theory) of crystalline... Yields the product COC(=O)c1cc(OC)c(C(=O)CN=[N+]=[N-])c(OC)c1. Reaction SMILES: [Br:1][CH2:2][C:3](=[O:4])[c:5]1[c:6]([O:17][CH3:18])[cH:7][c:8]([C:9](=[O:10])[O:11][CH3:12])[cH:13][c:14]1[O:15][CH3:16].[N-:20]=[N+:21]=[N-:22].[Na+:19].[O:24]=[CH:25][N:26]([CH3:27])[CH3:28].[OH2:23]>>[CH2:2]([C:3](=[O:4])[c:5]1[c:6]([O:17][CH3:18])[cH:7][c:8]([C:9](=[O:10])[O:11][CH3:12])[cH:13][c:14]1[O:15][CH3:16])[N:20]=[N+:21]=[N-:22]. Starting materials: COC(=O)c1cc(OC)c(C(=O)CBr)c(OC)c1, [N-]=[N+]=[N-], [Na+], CN(C)C=O, O. Reactants: BrCC1CC1, Cc1ccccc1C1=CNC(=O)C12CCN(C(=O)c1cc(C(F)(F)F)cc(C(F)(F)F)c1)CC2. The product is Cc1ccccc1C1=CN(CC2CC2)C(=O)C12CCN(C(=O)c1cc(C(F)(F)F)cc(C(F)(F)F)c1)CC2. Reaction SMILES: [CH:35]1([CH2:38][Br:39])[CH2:36][CH2:37]1.[F:1][C:2]([c:3]1[cH:4][c:5]([C:6](=[O:7])[N:8]2[CH2:9][CH2:10][C:11]3([C:12]([c:17]4[c:18]([CH3:23])[cH:19][cH:20][cH:21][cH:22]4)=[CH:13][NH:14][C:15]3=[O:16])[CH2:24][CH2:25]2)[cH:26][c:27]([C:29]([F:30])([F:31])[F:32])[cH:28]1)([F:33])[F:34]>>[F:1][C:2]([c:3]1[cH:4][c:5]([C:6](=[O:7])[N:8]2[CH2:9][CH2:10][C:11]3([C:12]([c:17]4[c:18]([CH3:23])[cH:19][cH:20][cH:21][cH:22]4)=[CH:13][N:14]([CH2:38][CH:35]4[CH2:36][CH2:37]4)[C:15]3=[O:16])[CH2:24][CH2:25]2)[cH:26][c:27]([C:29]([F:30])([F:31])[F:32])[cH:28]1)([F:33])[F:34]. Starting materials: COc1ccc(B(O)O)cc1, Cc1ccccc1, COC(=O)Cn1ccc2cc(OCCCN(C)c3nc(Cl)ncc3F)ccc21, [Na+], [Na+], O=C([O-])[O-], C1COCCO1, O. Yields the product COC(=O)Cn1ccc2cc(OCCCN(C)c3nc(-c4ccc(OC)cc4)ncc3F)ccc21. As a reaction SMILES: [CH3:36][O:37][c:38]1[cH:39][cH:40][c:41]([B:44]([OH:45])[OH:46])[cH:42][cH:43]1.[CH3:47][c:48]1[cH:49][cH:50][cH:51][cH:52][cH:53]1.[Cl:1][c:2]1[n:3][cH:4][c:5]([F:28])[c:6]([N:8]([CH2:9][CH2:10][CH2:11][O:12][c:13]2[cH:14][c:15]3[cH:16][cH:17][n:18]([CH2:22][C:23](=[O:24])[O:25][CH3:26])[c:19]3[cH:20][cH:21]2)[CH3:27])[n:7]1.[Na+:30].[Na+:31].[O-:32][C:33](=[O:34])[O-:35].[O:54]1[CH2:55][CH2:56][O:57][CH2:58][CH2:59]1.[OH2:29]>>[c:2]1(-[c:41]2[cH:40][cH:39][c:38]([O:37][CH3:36])[cH:43][cH:42]2)[n:3][cH:4][c:5]([F:28])[c:6]([N:8]([CH2:9][CH2:10][CH2:11][O:12][c:13]2[cH:14][c:15]3[cH:16][cH:17][n:18]([CH2:22][C:23](=[O:24])[O:25][CH3:26])[c:19]3[cH:20][cH:21]2)[CH3:27])[n:7]1. The solvent is C(C)O (ethanol). RXN SMILES: [H-].[Na+].[NH:3]1[CH:7]=[CH:6][N:5]=[CH:4]1.CN(C)C=O.S(C1C=CC(C)=CC=1)(O[CH2:17][C@@H:18]1[CH2:32][C@H:31]2[C@@H:21]([CH2:22][C:23]3[C:33]4[C:26](=[CH:27][CH:28]=[CH:29][C:30]2=4)[NH:25][CH:24]=3)[N:20]([CH3:34])[CH2:19]1)(=O)=O>C(O)C>[CH3:34][N:20]1[C@H:21]2[C@@H:31]([C:30]3[CH:29]=[CH:28][CH:27]=[C:26]4[C:33]=3[C:23]([CH2:22]2)=[CH:24][NH:25]4)[CH2:32][C@@H:18]([CH2:17][N:3]2[CH:7]=[CH:6][N:5]=[CH:4]2)[CH2:19]1 |f:0.1|. Procedure: 1.0 g of 50% sodium hydride in an oil was added in small portions to a mixture of 2.0 g of imidazole and 20 ml of dimethylformamide, and the resulting mixture was stirred for 30 minutes. 3.0 g of 6-methylergolin-8β-ylmethyl tosylate was added to the mixture which was then heated on a water bath for 3 hours. After allowing the mixture to cool, ice-water was added to the reaction mixture, and the precipitated crystals were filtered and washed with water. The crystals thus obtained were dissolved i... Isolated yield 58.1%. Run at time 30 minute. Yields the product CN1C[C@@H](C[C@@H]2C=3C=CC=C4NC=C(C[C@@H]12)C34)CN3C=NC=C3 (1-(6-Methylergolin-8β-ylmethyl)imidazole). Starting materials: [H-].[Na+] (sodium hydride), N1C=NC=C1 (imidazole), CN(C=O)C (dimethylformamide), S(=O)(=O)(OC[C@H]1CN([C@@H]2CC3=CNC4=CC=CC([C@H]2C1)=C34)C)C3=CC=C(C)C=C3 (6-methylergolin-8β-ylmethyl tosylate), ice water. The product is CC1(OCCCO1)C1=CC=C(C=C1)C (2-methyl-2-(4-methylphenyl)-1,3-dioxane). Reported procedure: To a stirred mixture of 4-methylacetophenone (1.3 mL, 10 mmol), triethylformate (2.0 mL, 12 mmol), 1,3-propanediol (2.2 mL, 30 mmol) and dry methanol (1.2 mL) in dry dichloromethane (50 mL) was added NBS (53 mg, 0.30 mmol). The mixture was protected from light and stirred at room temperature under an inert atmosphere of nitrogen for 70 h. After the mixture was washed with saturated sodium bicarbonate solution (20 mL), the aqueous phase was extracted with dichloromethane (3×30 mL). The combined o... Reaction conditions: time 70 hour. The yield is 25.0%. Solvent: ClCCl (dichloromethane). Starting materials: CC1=CC=C(C=C1)C(=O)C (4-methylacetophenone), triethylformate, C(CCO)O (1,3-propanediol), CO (methanol), C1CC(=O)N(C1=O)Br (NBS). Reaction SMILES: [CH3:1][C:2]1[CH:7]=[CH:6][C:5]([C:8]([CH3:10])=[O:9])=[CH:4][CH:3]=1.[CH2:11](O)[CH2:12][CH2:13][OH:14].CO.C1C(=O)N(Br)C(=O)C1>ClCCl>[CH3:10][C:8]1([C:5]2[CH:6]=[CH:7][C:2]([CH3:1])=[CH:3][CH:4]=2)[O:14][CH2:13][CH2:12][CH2:11][O:9]1. The reagents and catalysts are [Pd] (palladium). As a reaction SMILES: Cl[C:2]1[C:6]2[N:7]([C:17](=[O:34])[CH2:18][N:19]3[CH2:24][CH2:23][CH:22]([CH2:25][CH2:26][CH2:27][CH2:28][N:29]([CH2:32][CH3:33])[CH2:30][CH3:31])[CH2:21][CH2:20]3)[C:8]3[CH:16]=[CH:15][CH:14]=[CH:13][C:9]=3[NH:10][C:11](=[O:12])[C:5]=2[N:4]([CH3:35])[CH:3]=1.C.[OH-].[Na+].C(#N)C>C(O)C.[Pd]>[CH2:32]([N:29]([CH2:30][CH3:31])[CH2:28][CH2:27][CH2:26][CH2:25][CH:22]1[CH2:23][CH2:24][N:19]([CH2:18][C:17]([N:7]2[C:8]3[CH:16]=[CH:15][CH:14]=[CH:13][C:9]=3[NH:10][C:11](=[O:12])[C:5]3[N:4]([CH3:35])[CH:3]=[CH:2][C:6]2=3)=[O:34])[CH2:20][CH2:21]1)[CH3:33] |f:2.3|. Solvent: C(C)O (ethanol). Product: C(C)N(CCCCC1CCN(CC1)CC(=O)N1C2=C(C(NC3=C1C=CC=C3)=O)N(C=C2)C)CC (4-[[4-[4-(Diethylamino)butyl]-1-piperidinyl]acetyl]- 1-methyl-1,4,9,10-tetrahydropyrrolo [3,2-b][1,5]benzodiazepin-10-one). Run at time 20 hour. The reactants are C(C)#N (acetonitrile), ClC1=CN(C2=C1N(C1=C(NC2=O)C=CC=C1)C(CN1CCC(CC1)CCCCN(CC)CC)=O)C (3-chloro-4-[[4-[4-(diethylamino)-butyl]-1-piperidinyl]acetyl ]-1-methyl-1,4,9,10-tetrahydropyr rolo[3,2-b][1,5]benzodiazepin- 10-one), [OH-].[Na+] (sodium hydroxide), C (charcoal). Reported procedure: 3.957 g (8.14 millimol) of 3-chloro-4-[[4-[4-(diethylamino)-butyl]-1-piperidinyl]acetyl ]-1-methyl-1,4,9,10-tetrahydropyr rolo[3,2-b][1,5]benzodiazepin- 10-one were dissolved in 350 ml of hot ethanol and after the addition of 3 g of palladium on animal charcoal (20%), hydrogenated for 20 hours under a hydrogen pressure of 50 bar and at a temperature of 40° C. The catalyst was filtered off, the filtrate was concentrated by evaporation in vacuo, the crystalline hydrochloride was taken up in 20 ml ... Reactants: CCO, CCOC(C)=O, Cl, O=[N+]([O-])c1cccc(F)c1I, [Fe], [Na+], [Na+], O=C([O-])[O-]. The product is Cl, Nc1cccc(F)c1I. RXN SMILES: [CH3:12][CH2:13][OH:14].[CH3:23][CH2:24][O:25][C:26](=[O:27])[CH3:28].[ClH:15].[F:1][c:2]1[c:3]([I:11])[c:4]([N+:8]([O-:9])=[O:10])[cH:5][cH:6][cH:7]1.[Fe:22].[Na+:16].[Na+:17].[O-:18][C:19](=[O:20])[O-:21]>>[ClH:15].[F:1][c:2]1[c:3]([I:11])[c:4]([NH2:8])[cH:5][cH:6][cH:7]1.